This data is from the Open Reaction Database (ORD), a public repository of structured organic reaction records. The task is: describe an organic reaction: reactants, conditions, products, and yield Starting materials: CC1(CC(NC2=CC=CC=C12)=O)C (1,2,3,4-tetrahydro-4,4-dimethylquinolin-2-one), S(O)(O)(=O)=O (sulphuric acid), S(O)(O)(=O)=O (sulphuric acid), [N+](=O)(O)[O-] (nitric acid). As a reaction SMILES: [CH3:1][C:2]1([CH3:13])[C:11]2[C:6](=[CH:7][CH:8]=[CH:9][CH:10]=2)[NH:5][C:4](=[O:12])[CH2:3]1.S(=O)(=O)(O)O.[N+:19]([O-])([OH:21])=[O:20]>>[CH3:1][C:2]1([CH3:13])[C:11]2[C:6](=[CH:7][CH:8]=[C:9]([N+:19]([O-:21])=[O:20])[CH:10]=2)[NH:5][C:4](=[O:12])[CH2:3]1. Yields the product CC1(CC(NC2=CC=C(C=C12)[N+](=O)[O-])=O)C (1,2,3,4-Tetrahydro-4,4-dimethyl-6-nitroquinolin-2-one). Conditions: time 1 hour. Reported procedure: To 17.5 g. (0.1 mole) 1,2,3,4-tetrahydro-4,4-dimethylquinolin-2-one in 200 ml. 80% sulphuric acid is added dropwise, while cooling with ice, a mixture of 5 ml. 96% nitric acid and 20 ml. 80% sulphuric acid, followed by stirring for 1 hour at ambient temperature. Subsequently, the reaction mixture is pured on to ice and the crystallisate is filtered off with suction and then washed with water. The crude product is purified by column chromatography on silica gel with butan-2-one/ethyl acetate (20/...